describe an organic reaction: reactants, conditions, products, and yield From a dataset of the Open Reaction Database (ORD), a public repository of structured organic reaction records. Starting materials: polyphosphoric acid, C1(=CC=CC=C1)CC1C(CCCC1)=O (2-(phenylmethyl)cyclohexanone), oxime, CC[C@@H]1[C@@]([C@@H]([C@H](C(=O)[C@@H](C[C@@]([C@@H]([C@H]([C@@H]([C@H](C(=O)O1)C)O[C@H]2C[C@@]([C@H]([C@@H](O2)C)O)(C)OC)C)O[C@H]3[C@@H]([C@H](C[C@H](O3)C)N(C)C)O)(C)OC)C)C)O)(C)O (Kofron), [OH-].[Na+] (NaOH), ice. Conditions: temperature 120 celsius, time 20 minute. Yields the product title compound, C1(=CC=CC=C1)CC1C(NCCCC1)=O (hexahydro-3-(phenylmethyl)-2H-azepin-2-one). Yield: 26.0%. RXN SMILES: [C:1]1([CH2:7][CH:8]2[CH2:13][CH2:12][CH2:11][CH2:10][C:9]2=[O:14])[CH:6]=[CH:5][CH:4]=[CH:3][CH:2]=1.CC[C@H]1OC(=O)[C@H](C)[C@@H](O[C@@H]2O[C@@H](C)[C@H](O)[C@@](OC)(C)C2)[C@H](C)[C@@H](O[C@@H]2O[C@H](C)C[C@H]([N:55](C)C)[C@H]2O)[C@@](OC)(C)C[C@@H](C)C(=O)[C@H](C)[C@@H](O)[C@@]1(O)C.[OH-].[Na+]>>[C:1]1([CH2:7][CH:8]2[CH2:13][CH2:12][CH2:11][CH2:10][NH:55][C:9]2=[O:14])[CH:6]=[CH:5][CH:4]=[CH:3][CH:2]=1 |f:2.3|. Procedure: A mixture of polyphosphoric acid (150 g) and 2-(phenylmethyl)cyclohexanone, oxime (9 g, 45 mmol), which had been prepared as described by W. G. Kofron et al., J. Org. Chem., 41, 439 (1976), was heated with manual stirring to 120° C. for 20 minutes and then at 130° C. for ten minutes. The hot solution was poured onto 1000 g of ice, the pH adjusted to 4 with solid NaOH, and extracted 3× with EtOAc. After washing with brine, drying over Na2SO4, and concentration, the residue was chromatographed on ... Reactants: C1CCOC1, CC(=O)O, CN(C)CC1CCc2cc(OCc3ccc([N+](=O)[O-])cc3)ccc2C1, [Zn]. Product: CN(C)CC1CCc2cc(OCc3ccc(N)cc3)ccc2C1. As a reaction SMILES: [CH2:31]1[O:32][CH2:33][CH2:34][CH2:35]1.[CH3:1][C:2](=[O:3])[OH:4].[CH3:5][N:6]([CH3:7])[CH2:8][CH:9]1[CH2:10][c:11]2[cH:12][cH:13][c:14]([O:19][CH2:20][c:21]3[cH:22][cH:23][c:24]([N+:27]([O-:28])=[O:29])[cH:25][cH:26]3)[cH:15][c:16]2[CH2:17][CH2:18]1.[Zn:30]>>[CH3:5][N:6]([CH3:7])[CH2:8][CH:9]1[CH2:10][c:11]2[cH:12][cH:13][c:14]([O:19][CH2:20][c:21]3[cH:22][cH:23][c:24]([NH2:27])[cH:25][cH:26]3)[cH:15][c:16]2[CH2:17][CH2:18]1. Starting materials: CCO, Cl, [Li+], [OH-], O, O, CCOC(=O)C(C)C1CCCC1=CCc1c(O)c2c(c(C)c1OC)COC2=O. The product is COc1c(C)c2c(c(O)c1CC=C1CCCC1C(C)C(=O)O)C(=O)OC2. Reaction SMILES: [CH3:29][CH2:30][OH:31].[ClH:35].[Li+:34].[OH-:33].[OH2:32].[OH2:36].[OH:1][c:2]1[c:3]2[c:7]([c:8]([CH3:27])[c:9]([O:25][CH3:26])[c:10]1[CH2:11][CH:12]=[C:13]1[CH:14]([CH:18]([C:19](=[O:20])[O:21][CH2:22][CH3:23])[CH3:24])[CH2:15][CH2:16][CH2:17]1)[CH2:6][O:5][C:4]2=[O:28]>>[OH:1][c:2]1[c:3]2[c:7]([c:8]([CH3:27])[c:9]([O:25][CH3:26])[c:10]1[CH2:11][CH:12]=[C:13]1[CH:14]([CH:18]([C:19](=[O:20])[OH:21])[CH3:24])[CH2:15][CH2:16][CH2:17]1)[CH2:6][O:5][C:4]2=[O:28]. Starting materials: O=C(O)c1c2n(c3cc(Br)c(F)cc3c1=O)CCS2, CN1CCNCC1, c1ccncc1. Yields the product CN1CCN(c2cc3c(cc2F)c(=O)c(C(=O)O)c2n3CCS2)CC1. As a reaction SMILES: [Br:1][c:2]1[c:3]([F:19])[cH:4][c:5]2[c:6](=[O:18])[c:7]([C:15](=[O:16])[OH:17])[c:8]3[n:9]([c:10]2[cH:11]1)[CH2:12][CH2:13][S:14]3.[CH3:20][N:21]1[CH2:22][CH2:23][NH:24][CH2:25][CH2:26]1.[cH:27]1[cH:28][cH:29][n:30][cH:31][cH:32]1>>[c:2]1([N:24]2[CH2:23][CH2:22][N:21]([CH3:20])[CH2:26][CH2:25]2)[c:3]([F:19])[cH:4][c:5]2[c:6](=[O:18])[c:7]([C:15](=[O:16])[OH:17])[c:8]3[n:9]([c:10]2[cH:11]1)[CH2:12][CH2:13][S:14]3. Starting materials: C1(CCCCC1)N (cyclohexylamine), FC1=CC=C(C=C1)C1=CC=C(C=C1)C(CCC(=O)OC)=O (methyl 4-(4'-fluoro-4-biphenylyl)-4-oxo-butyrate). The product is FC1=CC=C(C=C1)C1=CC=C(C=C1)C(CCC(=O)O)O (4-(4'-Fluoro-4-biphenylyl)-4-hydroxy-butyric acid). As a reaction SMILES: C1(N)CCCCC1.[F:8][C:9]1[CH:14]=[CH:13][C:12]([C:15]2[CH:20]=[CH:19][C:18]([C:21](=[O:28])[CH2:22][CH2:23][C:24]([O:26]C)=[O:25])=[CH:17][CH:16]=2)=[CH:11][CH:10]=1>>[F:8][C:9]1[CH:10]=[CH:11][C:12]([C:15]2[CH:20]=[CH:19][C:18]([CH:21]([OH:28])[CH2:22][CH2:23][C:24]([OH:26])=[O:25])=[CH:17][CH:16]=2)=[CH:13][CH:14]=1. Reported procedure: Melting point of the cyclohexylamine salt: 174°-176° C. Prepared analogous to Example 40 from methyl 4-(4'-fluoro-4-biphenylyl)-4-oxo-butyrate. The reactants are CCN(C(C)C)C(C)C, O=C(Cl)C1CCC1, NCc1nnc[nH]c1=O, c1ccncc1. Product: O=C(NCc1nnc[nH]c1=O)C1CCC1. RXN SMILES: [CH:10]([N:11]([CH2:12][CH3:13])[CH:14]([CH3:15])[CH3:16])([CH3:17])[CH3:18].[CH:19]1([C:23](=[O:24])[Cl:25])[CH2:20][CH2:21][CH2:22]1.[NH2:1][CH2:2][c:3]1[c:4](=[O:9])[nH:5][cH:6][n:7][n:8]1.[cH:26]1[cH:27][cH:28][n:29][cH:30][cH:31]1>>[NH:1]([CH2:2][c:3]1[c:4](=[O:9])[nH:5][cH:6][n:7][n:8]1)[C:23]([CH:19]1[CH2:20][CH2:21][CH2:22]1)=[O:24].